This data is from the Open Reaction Database (ORD), a public repository of structured organic reaction records. The task is: describe an organic reaction: reactants, conditions, products, and yield Reactants: [O-]CCCC (butoxide), C(C1=CC=CC=C1)Br (benzyl bromide), BrC=1NC(=C(C1C#N)Br)Br (2,4,5-tribromopyrrole-3-carbonitrile), [K] (potassium). The solvent is C1CCOC1 (THF). Run at time 8 hour. Yields the product C(C1=CC=CC=C1)N1C(=C(C(=C1Br)Br)C#N)Br (1-Benzyl-2,4,5-tribromopyrrole-3-carbonitrile). RXN SMILES: [Br:1][C:2]1[NH:3][C:4]([Br:10])=[C:5]([Br:9])[C:6]=1[C:7]#[N:8].[K].[O-]CCCC.[CH2:17](Br)[C:18]1[CH:23]=[CH:22][CH:21]=[CH:20][CH:19]=1>C1COCC1>[CH2:17]([N:3]1[C:4]([Br:10])=[C:5]([Br:9])[C:6]([C:7]#[N:8])=[C:2]1[Br:1])[C:18]1[CH:23]=[CH:22][CH:21]=[CH:20][CH:19]=1 |^1:10|. Procedure details: To a stirred mixture of 1.00 g (3.04 mmol) of 2,4,5-tribromopyrrole-3-carbonitrile and 0.68 g (6.1 mmo1) of potassium ! -butoxide in 30 mL of dry THF under a nitrogen atmosphere is added 1.10 mL of benzyl bromide. The mixture is heated to reflux and stirred overnight. After dilution with 100 mL of water and 150 mL of ethyl acetate, the organic mixture is separated and washed with salt solution, dried over magnesium sulfate, and concentrated in vacuo to leave 2.34 g of orange oil. The oil is trit... Starting materials: C(C)(C)(C)C1=C(C(=CC=C1)C1=CC=C(C=C1)CN1C(=C(C2=CC(=CC=C12)C(N[C@@H](C)C1CCNCC1)=O)C)C)C(=O)O.N1CCCCC1 (piperidine ((S)-tert-butyl-4′-((2,3-dimethyl-5-((1-(piperidin-4-yl)ethyl)carbamoyl)-1H-indol-1-yl)methyl)-[1,1′-biphenyl]-2-carboxylate)), C(C1=CC=CC=C1)N=C=O (benzyl isocyanate), C(C)(C)N(CC)C(C)C (di-isopropylethylamine), t-butyl ester, C(C1=CC=CC=C1)OC(=O)N1CCC(CC1)[C@H](C)NC(=O)C=1C=C2C(=C(N(C2=CC1)CC1=CC=C(C=C1)C=1C(=CC=CC1)C(=O)O)C)C ((S)-4′-((5-((1-(1-((benzyloxy)carbonyl)piperidin-4-yl)ethyl)carbamoyl)-2,3-dimethyl-1H-indol-1-yl)methyl)-[1,1′-biphenyl]-2-carboxylic-acid). Reagents/catalysts: [Pd] (palladium), [Pd] (Pd). Run in CO.C(C)#N.O (MeOH Acetonitrile water), C(=O)(C(F)(F)F)O.C(Cl)Cl (TFA DCM), C(Cl)Cl (DCM), CC(=O)O (AcOH). The product is C(C1=CC=CC=C1)NC(=O)N1CCC(CC1)[C@H](C)NC(=O)C=1C=C2C(=C(N(C2=CC1)CC1=CC=C(C=C1)C=1C(=CC=CC1)C(=O)O)C)C ((S)-4′-((5-((1-(1-(benzylcarbamoyl)piperidin-4-yl)ethyl)carbamoyl)-2,3-dimethyl-1H-indol-1-yl)methyl)-[1,1′-biphenyl]-2-carboxylic acid). As a reaction SMILES: C(O[C:9]([N:11]1[CH2:16][CH2:15][CH:14]([C@@H:17]([NH:19][C:20]([C:22]2[CH:23]=[C:24]3[C:28](=[CH:29][CH:30]=2)[N:27]([CH2:31][C:32]2[CH:37]=[CH:36][C:35]([C:38]4[C:39]([C:44]([OH:46])=[O:45])=[CH:40][CH:41]=[CH:42][CH:43]=4)=[CH:34][CH:33]=2)[C:26]([CH3:47])=[C:25]3[CH3:48])=[O:21])[CH3:18])[CH2:13][CH2:12]1)=[O:10])C1C=CC=CC=1.C(C1C=CC=C([C:59]2[CH:64]=[CH:63][C:62]([CH2:65][N:66]3C4C(=CC(C(=O)N[C@H](C5CCNCC5)C)=CC=4)C(C)=C3C)=[CH:61][CH:60]=2)C=1C(O)=O)(C)(C)C.N1CCCCC1.C(N=C=O)C1C=CC=CC=1.C(N(C(C)C)CC)(C)C>CC(O)=O.C(O)(C(F)(F)F)=O.C(Cl)Cl.[Pd].CO.C(#N)C.O.C(Cl)Cl>[CH2:65]([NH:66][C:9]([N:11]1[CH2:12][CH2:13][CH:14]([C@@H:17]([NH:19][C:20]([C:22]2[CH:23]=[C:24]3[C:28](=[CH:29][CH:30]=2)[N:27]([CH2:31][C:32]2[CH:37]=[CH:36][C:35]([C:38]4[C:39]([C:44]([OH:46])=[O:45])=[CH:40][CH:41]=[CH:42][CH:43]=4)=[CH:34][CH:33]=2)[C:26]([CH3:47])=[C:25]3[CH3:48])=[O:21])[CH3:18])[CH2:15][CH2:16]1)=[O:10])[C:62]1[CH:63]=[CH:64][CH:59]=[CH:60][CH:61]=1 |f:1.2,6.7,9.10.11|. Procedure: The title compound was prepared from (S)-4′-((5-((1-(1-((benzyloxy)carbonyl)piperidin-4-yl)ethyl)carbamoyl)-2,3-dimethyl-1H-indol-1-yl)methyl)-[1,1′-biphenyl]-2-carboxylic-acid (0.175 g, 0.250 mmol) following palladium catalyzed hydrogenation (18 mg, 10% Pd/c) in AcOH (5 mL) and subsequent coupling of the resulting piperidine ((S)-tert-butyl-4′-((2,3-dimethyl-5-((1-(piperidin-4-yl)ethyl)carbamoyl)-1H-indol-1-yl)methyl)-[1,1′-biphenyl]-2-carboxylate) with benzyl isocyanate (6.8 mg, 0.049 mmol) in... Starting materials: C=1(C(=CC=CC1)C=O)C (o-tolualdehyde), C(C)(C)(C)N (t-butylamine). Procedure: A stirred solution of o-tolualdehyde (25 g, 0.21 mol), and t-butylamine (27.75 g, 0.38 mol) in toluene (250 mL) was refluxed under standard Dean-Stark conditions for 20 h. The solution was evaporated to an oil which was vacuum distilled (bp 70°-73° C., 0.6 mm Hg) to afford 33.9 g (93%) of product: IR (neat) 2980, 1645, 1605, 1460, 1375, 1210, 960, 910 cm-1 ; 1H NMR (400 MHz, CDCl3) δ 8.56 (s, 1 H), 7.86-7.83 (m, 1 H), 7.25-7.11 (m, 3 H), 2.46 (s, 3 H), 1.30 (s, 9 H); 13C NMR (CDCl3, 100 MHz) δ 1... The yield is 92.1%. Product: CC1=C(C=CC=C1)C=NC(C)(C)C (N-[(2-methylphenyl)methylene]-1,1-dimethyl-ethanamine). Run in C1(=CC=CC=C1)C (toluene). RXN SMILES: [C:1]1([CH3:9])[C:2]([CH:7]=O)=[CH:3][CH:4]=[CH:5][CH:6]=1.[C:10]([NH2:14])([CH3:13])([CH3:12])[CH3:11]>C1(C)C=CC=CC=1>[CH3:9][C:1]1[CH:6]=[CH:5][CH:4]=[CH:3][C:2]=1[CH:7]=[N:14][C:10]([CH3:13])([CH3:12])[CH3:11]. Starting materials: CO, C[O-], ClCc1cnc(Cl)c(Cl)c1, [Na+]. The product is COCc1cnc(Cl)c(Cl)c1. RXN SMILES: [CH3:14][OH:15].[CH3:1][O-:2].[Cl:4][c:5]1[n:6][cH:7][c:8]([CH2:12][Cl:13])[cH:9][c:10]1[Cl:11].[Na+:3]>>[CH3:1][O:2][CH2:12][c:8]1[cH:7][n:6][c:5]([Cl:4])[c:10]([Cl:11])[cH:9]1. The reactants are CN(C)C=O, BrC1CCCC1, [H-], [Na+], COc1ccc(C2CNC(=O)O2)cc1O. Yields the product COc1ccc(C2CNC(=O)O2)cc1OC1CCCC1. As a reaction SMILES: [CH3:24][N:25]([CH3:26])[CH:27]=[O:28].[CH:18]1([Br:23])[CH2:19][CH2:20][CH2:21][CH2:22]1.[H-:16].[Na+:17].[OH:1][c:2]1[cH:3][c:4]([CH:10]2[CH2:11][NH:12][C:13](=[O:15])[O:14]2)[cH:5][cH:6][c:7]1[O:8][CH3:9]>>[O:1]([c:2]1[cH:3][c:4]([CH:10]2[CH2:11][NH:12][C:13](=[O:15])[O:14]2)[cH:5][cH:6][c:7]1[O:8][CH3:9])[CH:18]1[CH2:19][CH2:20][CH2:21][CH2:22]1. As a reaction SMILES: [C:1]([O:4][C@:5]1([C@:26]2([CH3:27])[C@H:12]([C@H:13]3[C@H:23]([C@@H:24]([Cl:28])[CH2:25]2)[C@:21]2([CH3:22])[C:16](=[CH:17][C:18](=[O:29])[CH:19]=[CH:20]2)[CH2:15][CH2:14]3)[CH2:11][C@@H:10]1[CH3:30])[C:6](=[O:9])[CH2:7][OH:8])(=[O:3])[CH3:2].[C:31](Cl)(=[O:34])[CH2:32][CH3:33].O>N1C=CC=CC=1.Cl>[C:1]([O:4][C@:5]1([C@:26]2([CH3:27])[C@H:12]([C@H:13]3[C@H:23]([C@@H:24]([Cl:28])[CH2:25]2)[C@:21]2([CH3:22])[C:16](=[CH:17][C:18](=[O:29])[CH:19]=[CH:20]2)[CH2:15][CH2:14]3)[CH2:11][C@@H:10]1[CH3:30])[C:6](=[O:9])[CH2:7][O:8][C:31](=[O:34])[CH2:32][CH3:33])(=[O:3])[CH3:2]. Product: C(C)(=O)O[C@]1(C(COC(CC)=O)=O)[C@H](C[C@H]2[C@@H]3CCC4=CC(C=C[C@]4(C)[C@H]3[C@H](C[C@]12C)Cl)=O)C (17-Acetoxy-11β-chloro-16β-methyl-21-propionyloxypregna-1,4-diene-3,20-dione), ( K ). Procedure details: A solution of 17-acetoxy-11β-chloro-21-hydroxy-16β-methylpregna-1,4-diene-3,20-dione (67 mg.) in pyridine (1 ml.) at 0° was treated with propionyl chloride (0.03 ml.). After one hour, a little water was added and the solution was diluted with dilute hydrochloric acid. The precipitated solid was collected and recrystallized from methanol to give the title compound, m.p. 213°-215° (K), [α]D + 108.4° (c 0.6, chloroform) λmax 240 nm (ε 15,760) (Found: C, 65.9; H, 7.2. C27H35Cl O6 requires C, 66.0; H... Solvent: N1=CC=CC=C1 (pyridine), Cl (hydrochloric acid). Reactants: C(C)(=O)O[C@]1(C(CO)=O)[C@H](C[C@H]2[C@@H]3CCC4=CC(C=C[C@]4(C)[C@H]3[C@H](C[C@]12C)Cl)=O)C (17-acetoxy-11β-chloro-21-hydroxy-16β-methylpregna-1,4-diene-3,20-dione), C(CC)(=O)Cl (propionyl chloride), O (water). Conditions: time 1 hour. Reactants: BrC1=C2C(C(=O)NC2=O)=CC=C1 (Bromophthalimide), BrCCOC(C)=O (bromoethylacetate), C([O-])([O-])=O.[K+].[K+] (Potassium carbonate). The solvent is CC(=O)C (acetone). Product: C(C)OC(CN1C(C2=CC=C(C=C2C1=O)Br)=O)=O ((5-Bromo-1,3-dioxo-1,3-dihydro-isoindol-2-yl)-acetic acid ethyl ester). Yield: 99.4%. As a reaction SMILES: [Br:1][C:2]1[CH:12]=[CH:11][CH:10]=[C:4]2[C:5]([NH:7]C(=O)[C:3]=12)=[O:6].Br[CH2:14][CH2:15][O:16][C:17](=[O:19])[CH3:18].[C:20](=[O:23])([O-])[O-].[K+].[K+]>CC(C)=O>[CH2:15]([O:16][C:17](=[O:19])[CH2:18][N:7]1[C:5](=[O:6])[C:4]2[C:10](=[CH:11][CH:12]=[C:2]([Br:1])[CH:3]=2)[C:20]1=[O:23])[CH3:14] |f:2.3.4|. Reported procedure: Bromophthalimide (35 g, 155 mmol) and bromoethylacetate (31 g, 186 mmol) were dissolved in 700 ml of acetone. Potassium carbonate (64.2 g, 465 mmol) was added and resulting suspension was stirred at reflux for 18 h. After cooling, the mixture was filtered. Filtrate was evaporated to give 48.12 g (154 mmol) of solid product. 1H NMR (200 MHz, CDCl3) δ 8.00 (s, 1H), 7.89 (d, J=7.8 Hz, 1H), 7.73 (d, J=7.8 Hz, 1H), 4.41 (s, 2H), 4.21 (q, J=7.0 Hz, 2H), 1.28 (t, J=7.0 Hz, 3H). Starting materials: OCC1=COC=C1 (3-hydroxymethylfuran), N1=CC=CC=C1 (pyridine), C(CCCCCCCCCCC)(=O)Cl (lauroyl chloride). Solvent: O1CCCC1 (tetrahydrofuran). Reaction conditions: time 1 hour. Product: C(CCCCCCCCCCC)(=O)OCC1=COC=C1 (3-Dodecoyloxymethylfuran). Reaction SMILES: [OH:1][CH2:2][C:3]1[CH:7]=[CH:6][O:5][CH:4]=1.N1C=CC=CC=1.[C:14](Cl)(=[O:26])[CH2:15][CH2:16][CH2:17][CH2:18][CH2:19][CH2:20][CH2:21][CH2:22][CH2:23][CH2:24][CH3:25]>O1CCCC1>[C:14]([O:1][CH2:2][C:3]1[CH:7]=[CH:6][O:5][CH:4]=1)(=[O:26])[CH2:15][CH2:16][CH2:17][CH2:18][CH2:19][CH2:20][CH2:21][CH2:22][CH2:23][CH2:24][CH3:25]. Reported procedure: To a stirred solution of 3-hydroxymethylfuran (1.01 g., 10.3 mmol) and pyridine (0.87 g., 10.3 mmol) in 30 ml dry tetrahydrofuran at 0° under argon was added lauroyl chloride (2.36 g., 10.8 mmol). This solution was allowed to warm to room temperature, during which time a white precipitate formed. After one hour, the mixture was filtered and the solution partitioned between ethyl ether and a 5% ammonium chloride solution. The organic portion was washed twice with 5% sodium bicarbonate solution, t... Starting materials: Cc1cc(OCc2coc(C=Cc3ccc(Cl)cc3F)n2)ccc1CSCCn1ccnn1, CCOC(C)=O, O=C(OO)c1cccc(Cl)c1, ClCCl. Yields the product Cc1cc(OCc2coc(C=Cc3ccc(Cl)cc3F)n2)ccc1CS(=O)CCn1ccnn1. RXN SMILES: [CH3:1][c:2]1[c:3]([CH2:4][S:5][CH2:6][CH2:7][n:8]2[n:9][n:10][cH:11][cH:12]2)[cH:13][cH:14][c:15]([O:17][CH2:18][c:19]2[n:20][c:21]([CH:24]=[CH:25][c:26]3[c:27]([F:33])[cH:28][c:29]([Cl:32])[cH:30][cH:31]3)[o:22][cH:23]2)[cH:16]1.[CH3:48][CH2:49][O:50][C:51](=[O:52])[CH3:53].[Cl:34][c:35]1[cH:36][cH:37][cH:38][c:39]([C:40]([O:41][OH:43])=[O:42])[cH:44]1.[Cl:45][CH2:46][Cl:47]>>[CH3:1][c:2]1[c:3]([CH2:4][S:5]([CH2:6][CH2:7][n:8]2[n:9][n:10][cH:11][cH:12]2)=[O:42])[cH:13][cH:14][c:15]([O:17][CH2:18][c:19]2[n:20][c:21]([CH:24]=[CH:25][c:26]3[c:27]([F:33])[cH:28][c:29]([Cl:32])[cH:30][cH:31]3)[o:22][cH:23]2)[cH:16]1. The reactants are [H-].[Na+] (sodium hydride), ClCCCC(C)=O (5-chloropentan-2-one), ethylene ketal, [Cl-].[NH4+] (ammonium chloride), ClCCCC(C)=O (5-chloropentan-2-one), ethylene ketal, N1C(=NC2=C1C=CC=C2)NC2CCN(CC2)C(=O)OC(C)(C)C ((1H-benzimidazol-2-yl)(1-(t-butoxycarbonyl)piperidin-4-yl)amine), [H-].[Na+] (sodium hydride). The reagents and catalysts are [Br-].C(CCC)[N+](CCCC)(CCCC)CCCC (tetra-n-butylammonium bromide). The solvent is CO.ClCCl (methanol dichloromethane), CN(C=O)C (dimethylformamide), O1CCCC1 (tetrahydrofuran), C([O-])(O)=O.[Na+] (sodium bicarbonate). Run at time 1 hour. Yields the product O=C(CCCN1C(=NC2=C1C=CC=C2)NC2CCN(CC2)C(=O)OC(C)(C)C)C ((1-(4-oxopentyl)-1H-benzimidazol-2-yl)(1-(t-butoxycarbonyl)piperidin-4-yl)amine), ethylene ketal. Reaction SMILES: [NH:1]1[C:5]2[CH:6]=[CH:7][CH:8]=[CH:9][C:4]=2[N:3]=[C:2]1[NH:10][CH:11]1[CH2:16][CH2:15][N:14]([C:17]([O:19][C:20]([CH3:23])([CH3:22])[CH3:21])=[O:18])[CH2:13][CH2:12]1.[H-].[Na+].Cl[CH2:27][CH2:28][CH2:29][C:30](=[O:32])[CH3:31].[Cl-].[NH4+]>[Br-].C([N+](CCCC)(CCCC)CCCC)CCC.C(=O)(O)[O-].[Na+].CO.ClCCl.CN(C)C=O.O1CCCC1>[O:32]=[C:30]([CH3:31])[CH2:29][CH2:28][CH2:27][N:1]1[C:5]2[CH:6]=[CH:7][CH:8]=[CH:9][C:4]=2[N:3]=[C:2]1[NH:10][CH:11]1[CH2:16][CH2:15][N:14]([C:17]([O:19][C:20]([CH3:23])([CH3:22])[CH3:21])=[O:18])[CH2:13][CH2:12]1 |f:1.2,4.5,6.7,8.9,10.11|. Reported procedure: Combine (1H-benzimidazol-2-yl)(1-(t-butoxycarbonyl)piperidin-4-yl)amine (3.5 mmol) and tetrahydrofuran (45 mL) and dimethylformamide (5 mL). Cool in an ice bath and add sodium hydride (0.21 g, 60% in oil, 5.22 mmol). After 1 hour, add 5-chloropentan-2-one, ethylene ketal (0.79 mL, 5.22 mmol) and tetra-n-butylammonium bromide (112 mg, 0.35 mmol) and warm to ambient temperature. Heat to reflux. After 18 hours, cool, add sodium hydride (0.1 g) and 5-chloropentan-2-one, ethylene ketal (0.50 mL) and ...